This data is from the Open Reaction Database (ORD), a public repository of structured organic reaction records. The task is: describe an organic reaction: reactants, conditions, products, and yield Starting materials: Cc1nc(N)sc1-c1ccc(S(C)(=O)=O)c(F)c1, Cc1nc(NC(=O)n2ccnc2)sc1-c1ccc(S(C)(=O)=O)c(-n2ccnc2)c1. Yields the product Cc1nc(NC(=O)n2ccnc2)sc1-c1ccc(S(C)(=O)=O)c(F)c1. As a reaction SMILES: [F:30][c:31]1[cH:32][c:33](-[c:34]2[s:35][c:36]([NH2:37])[n:38][c:39]2[CH3:40])[cH:41][cH:42][c:43]1[S:44]([CH3:45])(=[O:46])=[O:47].[n:1]1(-[c:6]2[cH:7][c:8](-[c:16]3[c:17]([CH3:29])[n:18][c:19]([NH:21][C:22](=[O:23])[n:24]4[cH:25][n:26][cH:27][cH:28]4)[s:20]3)[cH:9][cH:10][c:11]2[S:12](=[O:13])(=[O:14])[CH3:15])[cH:2][cH:3][n:4][cH:5]1>>[c:6]1([F:30])[cH:7][c:8](-[c:16]2[c:17]([CH3:29])[n:18][c:19]([NH:21][C:22](=[O:23])[n:24]3[cH:25][n:26][cH:27][cH:28]3)[s:20]2)[cH:9][cH:10][c:11]1[S:12](=[O:13])(=[O:14])[CH3:15].